From a dataset of the Open Reaction Database (ORD), a public repository of structured organic reaction records. describe an organic reaction: reactants, conditions, products, and yield Reactants: C1(CCC1)C(=O)Cl (cyclobutanecarbonyl chloride), NC1CN(C2N(C1=O)C(C(N(C2)C(C)C)=O)CC2=CC=C(C=C2)Cl)S(=O)(=O)C2=C(C=C(C=C2)Cl)Cl (3-amino-6-(4-chlorobenzyl)-1-(2,4-dichlorobenzenesulfonyl)-8-isopropylhexahydropyrazino[1,2-a]pyrimidine-4,7-dione). Product: ClC1=CC=C(CC2C(N(CC3N2C(C(CN3S(=O)(=O)C3=C(C=C(C=C3)Cl)Cl)NC(=O)C3CCC3)=O)C(C)C)=O)C=C1 (N-[6-(4-Chlorobenzyl)-1-(2,4-dichlorobenzenesulfonyl)-8-isopropyl-4,7-dioxooctahydropyrazino[1,2-a]pyrimidin-3-yl]cyclobutanecarboxamide). Reaction SMILES: [CH:1]1([C:5](Cl)=[O:6])[CH2:4][CH2:3][CH2:2]1.[NH2:8][CH:9]1[C:14](=[O:15])[N:13]2[CH:16]([CH2:24][C:25]3[CH:30]=[CH:29][C:28]([Cl:31])=[CH:27][CH:26]=3)[C:17](=[O:23])[N:18]([CH:20]([CH3:22])[CH3:21])[CH2:19][CH:12]2[N:11]([S:32]([C:35]2[CH:40]=[CH:39][C:38]([Cl:41])=[CH:37][C:36]=2[Cl:42])(=[O:34])=[O:33])[CH2:10]1>>[Cl:31][C:28]1[CH:29]=[CH:30][C:25]([CH2:24][CH:16]2[N:13]3[C:14](=[O:15])[CH:9]([NH:8][C:5]([CH:1]4[CH2:4][CH2:3][CH2:2]4)=[O:6])[CH2:10][N:11]([S:32]([C:35]4[CH:40]=[CH:39][C:38]([Cl:41])=[CH:37][C:36]=4[Cl:42])(=[O:34])=[O:33])[CH:12]3[CH2:19][N:18]([CH:20]([CH3:22])[CH3:21])[C:17]2=[O:23])=[CH:26][CH:27]=1. Procedure details: Synthesis took place in analogy to Example 22 using cyclobutanecarbonyl chloride and 3-amino-6-(4-chlorobenzyl)-1-(2,4-dichlorobenzenesulfonyl)-8-isopropylhexahydropyrazino[1,2-a]pyrimidine-4,7-dione. The desired product is obtained with MW=640.11 (calculated, monoisotopic); measured value (M+H)+: 641.09 Starting materials: Cc1cc(Cl)cnc1CNCCCCN(C)C(=O)OC(C)(C)C, CC(C)(c1ccc(F)cc1)c1cccnc1C=O. The product is Cc1cc(Cl)cnc1CN(CCCCN(C)C(=O)OC(C)(C)C)Cc1ncccc1C(C)(C)c1ccc(F)cc1. Reaction SMILES: [C:1]([CH3:2])([CH3:3])([CH3:4])[O:5][C:6]([N:7]([CH3:8])[CH2:9][CH2:10][CH2:11][CH2:12][NH:13][CH2:14][c:15]1[n:16][cH:17][c:18]([Cl:22])[cH:19][c:20]1[CH3:21])=[O:23].[F:24][c:25]1[cH:26][cH:27][c:28]([C:31]([CH3:32])([CH3:33])[c:34]2[c:35]([CH:40]=[O:41])[n:36][cH:37][cH:38][cH:39]2)[cH:29][cH:30]1>>[C:1]([CH3:2])([CH3:3])([CH3:4])[O:5][C:6]([N:7]([CH3:8])[CH2:9][CH2:10][CH2:11][CH2:12][N:13]([CH2:14][c:15]1[n:16][cH:17][c:18]([Cl:22])[cH:19][c:20]1[CH3:21])[CH2:40][c:35]1[c:34]([C:31]([c:28]2[cH:27][cH:26][c:25]([F:24])[cH:30][cH:29]2)([CH3:32])[CH3:33])[cH:39][cH:38][cH:37][n:36]1)=[O:23]. Reactants: FC=1C(=NC(=C(C1)Cl)Cl)C1=NN(C(=C1Cl)OC(F)F)C (3-(3-fluoro-5,6-dichloro-2-pyridyl)-4-chloro-5-difluoromethoxy-1-methyl-[1H]-pyrazole), C(=C)[Sn](CCCC)(CCCC)CCCC (vinyltributyltin). Solvent: CN(C=O)C (N,N-dimethylformamide). Reaction conditions: temperature 67 celsius, time 24 hour. Product: FC=1C(=NC(=C(C1)Cl)C=C)C1=NN(C(=C1Cl)OC(F)F)C (3-(3-Fluoro-5-chloro-6-vinyl-2-pyridyl)-4-chloro-5-difluoromethoxy-1-methyl-[1H]-pyrazole). Yield: 287.0%. As a reaction SMILES: [F:1][C:2]1[C:3]([C:10]2[C:14]([Cl:15])=[C:13]([O:16][CH:17]([F:19])[F:18])[N:12]([CH3:20])[N:11]=2)=[N:4][C:5](Cl)=[C:6]([Cl:8])[CH:7]=1.[CH:21]([Sn](CCCC)(CCCC)CCCC)=[CH2:22]>CN(C)C=O>[F:1][C:2]1[C:3]([C:10]2[C:14]([Cl:15])=[C:13]([O:16][CH:17]([F:19])[F:18])[N:12]([CH3:20])[N:11]=2)=[N:4][C:5]([CH:21]=[CH2:22])=[C:6]([Cl:8])[CH:7]=1. Procedure details: 30 g of 3-(3-fluoro-5,6-dichloro-2-pyridyl)-4-chloro-5-difluoromethoxy-1-methyl-[1H]-pyrazole (Example H21) are dissolved in 200 ml of N,N-dimethylformamide (DMF). After addition of 32.9 g of vinyltributyltin, the mixture is twice evacuated and gassed with argon. A little (i.e. a spatula-tip) 2,6-di-tert-butyl-p-cresol and 3.0 g of bistriphenylphosphinepalladium dichloride (PdCl2(PPh3)2) are then added and the mixture is stirred at a temperature of 67° C. for 24 hours. After cooling to 22° C., t... Reactants: CC=1C=C(C=C(C1)C)C#C (1-(3,5-dimethylphenyl)acetylene), C([O-])(O)=O.[Na+] (sodium bicarbonate), [Li]CCCC (n-BuLi), ClC(=O)OC (methyl chloroformate). Run in C1CCOC1 (THF), C(=O)=O.CC(=O)C (dry ice acetone), C(C)OCC (ethyl ether). Reaction conditions: time 1 hour. The product is COC(C#CC1=CC(=CC(=C1)C)C)=O (3-(3,5-dimethylphenyl)propynoic acid methyl ester). Reaction SMILES: [CH3:1][C:2]1[CH:3]=[C:4]([C:9]#[CH:10])[CH:5]=[C:6]([CH3:8])[CH:7]=1.[Li]CCCC.Cl[C:17]([O:19][CH3:20])=[O:18].C(=O)(O)[O-].[Na+]>C1COCC1.C(=O)=O.CC(C)=O.C(OCC)C>[CH3:20][O:19][C:17](=[O:18])[C:10]#[C:9][C:4]1[CH:5]=[C:6]([CH3:8])[CH:7]=[C:2]([CH3:1])[CH:3]=1 |f:3.4,6.7|. Reported procedure: 1H NMR(CDCl3) δ7.12 (2H,s), 6.98 (1H,s), 3.00 (1H,s), 2.29 (6H, s). 1-(3,5-dimethylphenyl)acetylene (11.3 g, 86.3 mmol) in dry THF (80 mL) was cooled in dry ice/acetone bath under an argon atmosphere. The n-BuLi (1.6M in hexanes, 65 mL, 104 mmol) was added slowly, followed by methyl chloroformate (11.4 g, 9.4 mL, 121 mmol) addition. The reaction vessel was transferred to an ice/water bath and stirred for 1 h. Saturated sodium bicarbonate solution and ethyl ether were added to the reaction mixtur... Starting materials: Cl.C(C1=CC=CC=C1)OC1=C2CCCC(C2=CC=C1)C(=O)N(CC=1C=NNC1)C=1C=NC(=CC1)C(C)C (5-benzyloxy-N-(6-isopropylpyridin-3-yl)-N-[(pyrazol-4-yl)methyl]-1,2,3,4-tetrahydronaphthalene-1-carboxamide hydrochloride), ClC=1C=C(CCl)C=CC1 (3-chlorobenzyl chloride). The product is C(C1=CC=CC=C1)OC1=C2CCCC(C2=CC=C1)C(=O)N(C=1C=NC(=CC1)C(C)C)CC=1C=NN(C1)CC1=CC(=CC=C1)Cl (5-benzyloxy-N-({1-[(3-chlorophenyl)methyl]pyrazol-4-yl}methyl)-N-(6-isopropylpyridin-3-yl)-1,2,3,4-tetrahydronaphthalene-1-carboxamide). As a reaction SMILES: Cl.[CH2:2]([O:9][C:10]1[CH:19]=[CH:18][CH:17]=[C:16]2[C:11]=1[CH2:12][CH2:13][CH2:14][CH:15]2[C:20]([N:22]([C:29]1[CH:30]=[N:31][C:32]([CH:35]([CH3:37])[CH3:36])=[CH:33][CH:34]=1)[CH2:23][C:24]1[CH:25]=[N:26][NH:27][CH:28]=1)=[O:21])[C:3]1[CH:8]=[CH:7][CH:6]=[CH:5][CH:4]=1.[Cl:38][C:39]1[CH:40]=[C:41]([CH:44]=[CH:45][CH:46]=1)[CH2:42]Cl>>[CH2:2]([O:9][C:10]1[CH:19]=[CH:18][CH:17]=[C:16]2[C:11]=1[CH2:12][CH2:13][CH2:14][CH:15]2[C:20]([N:22]([CH2:23][C:24]1[CH:25]=[N:26][N:27]([CH2:42][C:41]2[CH:44]=[CH:45][CH:46]=[C:39]([Cl:38])[CH:40]=2)[CH:28]=1)[C:29]1[CH:30]=[N:31][C:32]([CH:35]([CH3:37])[CH3:36])=[CH:33][CH:34]=1)=[O:21])[C:3]1[CH:8]=[CH:7][CH:6]=[CH:5][CH:4]=1 |f:0.1|. Procedure: By the reaction and treatment in the same manner as in Example 271 using 5-benzyloxy-N-(6-isopropylpyridin-3-yl)-N-[(pyrazol-4-yl)methyl]-1,2,3,4-tetrahydronaphthalene-1-carboxamide hydrochloride (0.78 g) and 3-chlorobenzyl chloride (0.38 mL) as starting materials, 5-benzyloxy-N-({1-[(3-chlorophenyl)methyl]pyrazol-4-yl}methyl)-N-(6-isopropylpyridin-3-yl)-1,2,3,4-tetrahydronaphthalene-1-carboxamide (0.77 g) was obtained. Reactants: C1(=CC=CC=C1)C=1C(=NC=CC1)C=O (3-phenyl-pyridine-2-carbaldehyde), C(C)(C)(C)OC(=O)N1CCC(CC1)N (4-amino-piperidine-1-carboxylic acid tert-butyl ester), [BH4-].[Na+] (NaBH4). Product: C(C)(C)(C)OC(=O)N1CCC(CC1)NCC1=NC=CC=C1C1=CC=CC=C1 (4-[(3-phenyl-pyridin-2-ylmethyl)-amino]-piperidine-1-carboxylic acid tert-butyl ester). As a reaction SMILES: [C:1]1([C:7]2[C:8]([CH:13]=O)=[N:9][CH:10]=[CH:11][CH:12]=2)[CH:6]=[CH:5][CH:4]=[CH:3][CH:2]=1.[C:15]([O:19][C:20]([N:22]1[CH2:27][CH2:26][CH:25]([NH2:28])[CH2:24][CH2:23]1)=[O:21])([CH3:18])([CH3:17])[CH3:16].[BH4-].[Na+]>>[C:15]([O:19][C:20]([N:22]1[CH2:27][CH2:26][CH:25]([NH:28][CH2:13][C:8]2[C:7]([C:1]3[CH:2]=[CH:3][CH:4]=[CH:5][CH:6]=3)=[CH:12][CH:11]=[CH:10][N:9]=2)[CH2:24][CH2:23]1)=[O:21])([CH3:18])([CH3:16])[CH3:17] |f:2.3|. Procedure details: Under General Procedure B: Reaction of 3-phenyl-pyridine-2-carbaldehyde and 4-amino-piperidine-1-carboxylic acid tert-butyl ester (Huang, Y. et al. J. Med. Chem. 2001, 44, 4404-4415) in MeO4 with NaBH4 gave 4-[(3-phenyl-pyridin-2-ylmethyl)-amino]-piperidine-1-carboxylic acid tert-butyl ester. 1H NMR (CDCl3) δ 1.22 (m, 3H), 1.41 (s, 9H), 1.70 (m, 2H), 2.52 (m, 1H), 2.72 (m, 3H), 3.84 (s, 2H), 7.21 (q, 1H, J=4.03 Hz), 7.32 (m, 2H), 7.40 (m, 3H), 7.53 (dd, 1H, J=7.79, 1.72 Hz), 8.54 (m, 1H) ppm. Starting materials: Cl.COC([C@@H](N)CC1=CC(=CC=C1)C(=O)OC)=O (Racemic 3-(carbomethoxy)phenylalanine methyl ester hydrochloride), C1(CCCCC1)N1C(=NC2=C1C=CC(=C2)C(=O)O)C2=COC=C2 (1-Cyclohexyl-2-furan-3-yl-1H-benzoimidazole-5-carboxylic acid). Yields the product C(=O)(O)C(CC=1C=C(C(=O)O)C=CC1)NC(=O)C1=CC2=C(N(C(=N2)C2=COC=C2)C2CCCCC2)C=C1 (Racemic 3-(2-Carboxy-2-{[1-(1-cyclohexyl-2-furan-3-yl-1H-benzimidazol-5-yl)-methanoyl]-amino}-ethyl)-benzoic acid). Reaction SMILES: Cl.C[O:3][C:4](=[O:18])[C@H:5]([CH2:7][C:8]1[CH:13]=[CH:12][CH:11]=[C:10]([C:14]([O:16]C)=[O:15])[CH:9]=1)[NH2:6].[CH:19]1([N:25]2[C:29]3[CH:30]=[CH:31][C:32]([C:34](O)=[O:35])=[CH:33][C:28]=3[N:27]=[C:26]2[C:37]2[CH:41]=[CH:40][O:39][CH:38]=2)[CH2:24][CH2:23][CH2:22][CH2:21][CH2:20]1>>[C:4]([CH:5]([NH:6][C:34]([C:32]1[CH:31]=[CH:30][C:29]2[N:25]([CH:19]3[CH2:24][CH2:23][CH2:22][CH2:21][CH2:20]3)[C:26]([C:37]3[CH:41]=[CH:40][O:39][CH:38]=3)=[N:27][C:28]=2[CH:33]=1)=[O:35])[CH2:7][C:8]1[CH:9]=[C:10]([CH:11]=[CH:12][CH:13]=1)[C:14]([OH:16])=[O:15])([OH:3])=[O:18] |f:0.1|. Reported procedure: Racemic 3-(carbomethoxy)phenylalanine methyl ester hydrochloride (example 119) was coupled to the carboxylic acid of example 2 in the usual manner and saponified to give the title compound of example 1234. Starting materials: BrC=1C(=C(C=CC1)CO)C ((3-bromo-2-methylphenyl)methanol), alcohol. The reagents and catalysts are [O-2].[Mn+2] (manganese oxide). Run in C(Cl)Cl (methylene chloride). Run at time 24 hour. Yields the product BrC=1C(=C(C=O)C=CC1)C (3-bromo-2-methylbenzaldehyde). The yield is 93.0%. Reaction SMILES: [Br:1][C:2]1[C:3]([CH3:10])=[C:4]([CH2:8][OH:9])[CH:5]=[CH:6][CH:7]=1>C(Cl)Cl.[O-2].[Mn+2]>[Br:1][C:2]1[C:3]([CH3:10])=[C:4]([CH:5]=[CH:6][CH:7]=1)[CH:8]=[O:9] |f:2.3|. Procedure details: (3-bromo-2-methylphenyl)methanol was oxidized as follows: The alcohol (15 mmol) was dissolved in methylene chloride (30 mL). 10 equivalents of activated manganese oxide (IV) was added and the mixture stirred at room temperature for 24 hours. The mixture was filtered through a bed of celite and the solvent removed in-vacuo to leave yellow solid. Product was used crude in next step without further purification. The yield was 93%. 1H NMR (Varian 300 MHz, CDCl3, shifts relative to the solvent peak a...